The task is: describe an organic reaction: reactants, conditions, products, and yield. This data is from the Open Reaction Database (ORD), a public repository of structured organic reaction records. Starting materials: C(C)NCC (diethylamine), ClC1=NC2=CC=CC=C2C(=N1)Cl (2,4-dichloroquinazoline). The solvent is C(C)OCC (diethyl ether), C(C)OCC (diethyl ether). Run at time 3 hour. Product: ClC1=NC2=CC=CC=C2C(=N1)N(CC)CC (2-Chloro-4-diethylaminoquinazoline). Reaction SMILES: [CH2:1]([NH:3][CH2:4][CH3:5])[CH3:2].[Cl:6][C:7]1[N:16]=[C:15](Cl)[C:14]2[C:9](=[CH:10][CH:11]=[CH:12][CH:13]=2)[N:8]=1>C(OCC)C>[Cl:6][C:7]1[N:16]=[C:15]([N:3]([CH2:4][CH3:5])[CH2:1][CH3:2])[C:14]2[C:9](=[CH:10][CH:11]=[CH:12][CH:13]=2)[N:8]=1. Reported procedure: 10.4 ml of diethylamine in 10 ml of diethyl ether were added dropwise to a solution of 10.0 g of 2,4-dichloroquinazoline in 400 ml of diethyl ether and the mixture was stirred for 3 h at room temperature. After distillation of the solvent under vacuum, the residue was taken up with 200 ml of methanol and stirred with 10 g of basic ion exchanger (®Lewatit M600) for 3 h. The ion exchanger was filtered off and the filtrate was concentrated to dryness on a rotary evaporator. The residue was taken up...